describe an organic reaction: reactants, conditions, products, and yield From a dataset of the Open Reaction Database (ORD), a public repository of structured organic reaction records. Starting materials: [BH3-]C#N, C1CCOC1, CC1COCCN1, CC[O-], CC[O-], CC[O-], CC[O-], COc1ccc(CN(Cc2ccc(OC)cc2)c2nc(C)nc(-c3cc(C=O)cnc3Nc3cnc(OC)c(F)c3)n2)cc1, [Na+], [Ti+4]. The product is COc1ccc(CN(Cc2ccc(OC)cc2)c2nc(C)nc(-c3cc(CN4CCOCC4C)cnc3Nc3cnc(OC)c(F)c3)n2)cc1. RXN SMILES: [C:52]([BH3-:53])#[N:54].[CH2:56]1[O:57][CH2:58][CH2:59][CH2:60]1.[CH3:1][CH:2]1[CH2:3][O:4][CH2:5][CH2:6][NH:7]1.[CH3:61][CH2:62][O-:63].[CH3:65][CH2:66][O-:67].[CH3:68][CH2:69][O-:70].[CH3:71][CH2:72][O-:73].[CH3:8][O:9][c:10]1[cH:11][cH:12][c:13]([CH2:14][N:15]([c:16]2[n:17][c:18](-[c:23]3[c:24]([NH:31][c:32]4[cH:33][n:34][c:35]([O:39][CH3:40])[c:36]([F:38])[cH:37]4)[n:25][cH:26][c:27]([CH:28]=[O:29])[cH:30]3)[n:19][c:20]([CH3:22])[n:21]2)[CH2:41][c:42]2[cH:43][cH:44][c:45]([O:48][CH3:49])[cH:46][cH:47]2)[cH:50][cH:51]1.[Na+:55].[Ti+4:64]>>[CH3:1][CH:2]1[CH2:3][O:4][CH2:5][CH2:6][N:7]1[CH2:28][c:27]1[cH:26][n:25][c:24]([NH:31][c:32]2[cH:33][n:34][c:35]([O:39][CH3:40])[c:36]([F:38])[cH:37]2)[c:23](-[c:18]2[n:17][c:16]([N:15]([CH2:14][c:13]3[cH:12][cH:11][c:10]([O:9][CH3:8])[cH:51][cH:50]3)[CH2:41][c:42]3[cH:43][cH:44][c:45]([O:48][CH3:49])[cH:46][cH:47]3)[n:21][c:20]([CH3:22])[n:19]2)[cH:30]1.